Dataset: the Open Reaction Database (ORD), a public repository of structured organic reaction records. Task: describe an organic reaction: reactants, conditions, products, and yield Reactants: CC1(OB(OC1(C)C)C=1C=C(C=CC1)C1(CC1)NC(OC(C)(C)C)=O)C (tert-Butyl 1-(3-(4,4,5,5-tetramethyl-1,3,2-dioxaborolan-2-yl)phenyl)cyclopropylcarbamate), C([O-])([O-])=O.[K+].[K+] (potassium carbonate), ClC1=C(C=CC(=N1)NC(=O)C1(CC1)C1=CC2=C(OC(O2)(F)F)C=C1)C (N-(6-Chloro-5-methylpyridin-2-yl)-1-(2,2-difluorobenzo[d][1,3]dioxol-5-yl)cyclopropanecarboxamide). Reagents/catalysts: C=1C=CC(=CC1)[P](C=2C=CC=CC2)(C=3C=CC=CC3)[Pd]([P](C=4C=CC=CC4)(C=5C=CC=CC5)C=6C=CC=CC6)([P](C=7C=CC=CC7)(C=8C=CC=CC8)C=9C=CC=CC9)[P](C=1C=CC=CC1)(C=1C=CC=CC1)C=1C=CC=CC1 (Pd(PPh3)4). Run in COCCOC (1,2-dimethoxyethane). Reaction conditions: temperature 120 celsius. The product is FC1(OC2=C(O1)C=CC(=C2)C2(CC2)C(=O)NC2=CC=C(C(=N2)C=2C=C(C=CC2)C2(CC2)NC(OC(C)(C)C)=O)C)F (tert-butyl 1-(3-(6-(1-(2,2-difluorobenzo[d][1,3]dioxol-5-yl)cyclopropanecarboxamido)-3-methylpyridin-2-yl)phenyl)cyclopropylcarbamate). RXN SMILES: Cl[C:2]1[N:7]=[C:6]([NH:8][C:9]([C:11]2([C:14]3[CH:24]=[CH:23][C:17]4[O:18][C:19]([F:22])([F:21])[O:20][C:16]=4[CH:15]=3)[CH2:13][CH2:12]2)=[O:10])[CH:5]=[CH:4][C:3]=1[CH3:25].CC1(C)C(C)(C)OB([C:34]2[CH:35]=[C:36]([C:40]3([NH:43][C:44](=[O:50])[O:45][C:46]([CH3:49])([CH3:48])[CH3:47])[CH2:42][CH2:41]3)[CH:37]=[CH:38][CH:39]=2)O1.C(=O)([O-])[O-].[K+].[K+]>COCCOC.C1C=CC([P]([Pd]([P](C2C=CC=CC=2)(C2C=CC=CC=2)C2C=CC=CC=2)([P](C2C=CC=CC=2)(C2C=CC=CC=2)C2C=CC=CC=2)[P](C2C=CC=CC=2)(C2C=CC=CC=2)C2C=CC=CC=2)(C2C=CC=CC=2)C2C=CC=CC=2)=CC=1>[F:21][C:19]1([F:22])[O:18][C:17]2[CH:23]=[CH:24][C:14]([C:11]3([C:9]([NH:8][C:6]4[N:7]=[C:2]([C:38]5[CH:37]=[C:36]([C:40]6([NH:43][C:44](=[O:50])[O:45][C:46]([CH3:48])([CH3:47])[CH3:49])[CH2:42][CH2:41]6)[CH:35]=[CH:34][CH:39]=5)[C:3]([CH3:25])=[CH:4][CH:5]=4)=[O:10])[CH2:13][CH2:12]3)=[CH:15][C:16]=2[O:20]1 |f:2.3.4,^1:67,69,88,107|. Procedure: N-(6-Chloro-5-methylpyridin-2-yl)-1-(2,2-difluorobenzo[d][1,3]dioxol-5-yl)cyclopropanecarboxamide (110 mg, 0.300 mmol) was dissolved in 3 mL of 1,2-dimethoxyethane (DME) in a microwave reactor tube. tert-Butyl 1-(3-(4,4,5,5-tetramethyl-1,3,2-dioxaborolan-2-yl)phenyl)cyclopropylcarbamate (50% pure, 280 mg, 0.390 mmol), 0.4 mL of an aqueous 2 M potassium carbonate solution, and tetrakis(triphenylphospine)palladium(0) (Pd(PPh3)4, 17 mg, 0.015 mmol) were added and the reaction mixture was heated at ... Reactants: C([O-])([O-])=O.[Na+].[Na+] (sodium carbonate), [N+](=O)(O)[O-] (nitric acid), OCC1=NN=C(N1CC)S (3-hydroxymethyl-5-mercapto-4-ethyl-4H-1,2,4-triazole), N(=O)[O-].[Na+] (sodium nitrite). The solvent is O (water). The product is C(C)N1C(=NN=C1)CO (4-ethyl-3-hydroxymethyl-4H-1,2,4-triazole). Isolated yield 76.8%. Reaction SMILES: [N+]([O-])(O)=O.N([O-])=O.[Na+].[OH:9][CH2:10][C:11]1[N:15]([CH2:16][CH3:17])[C:14](S)=[N:13][N:12]=1.C(=O)([O-])[O-].[Na+].[Na+]>O>[CH2:16]([N:15]1[CH:14]=[N:13][N:12]=[C:11]1[CH2:10][OH:9])[CH3:17] |f:1.2,4.5.6|. Procedure: To a mixture of 90% nitric acid (15 ml) and water (22 ml) was added sodium nitrite (0.06 g) and then 3-hydroxymethyl-5-mercapto-4-ethyl-4H-1,2,4-triazole (7.5 g) was slowly added for 0.5 hours at 45° C. After allowing the mixture to be cooled to room temperature, sodium carbonate was slowly added thereto to adjust pH to 7 at 0° C. The reaction mixture was concentrated under reduced pressure, methanol was added to the residue, and the precipitates were removed by filtration. The mixture was conce...